Dataset: the Open Reaction Database (ORD), a public repository of structured organic reaction records. Task: describe an organic reaction: reactants, conditions, products, and yield Starting materials: C=CCOC1OC(COS(=O)(=O)c2ccccc2C)C(OC(C)=O)C(OC(C)=O)C1NC(C)=O, [I-], [Na+]. The product is C=CCOC1OC(CI)C(OC(C)=O)C(OC(C)=O)C1NC(C)=O. Reaction SMILES: [C:1]([CH3:2])(=[O:3])[NH:4][CH:5]1[CH:6]([O:7][CH2:8][CH:9]=[CH2:10])[O:11][CH:12]([CH2:23][O:24][S:25]([c:26]2[cH:27][cH:28][cH:29][cH:30][c:31]2[CH3:32])(=[O:33])=[O:34])[CH:13]([O:19][C:20]([CH3:21])=[O:22])[CH:14]1[O:15][C:16]([CH3:17])=[O:18].[I-:35].[Na+:36]>>[C:1]([CH3:2])(=[O:3])[NH:4][CH:5]1[CH:6]([O:7][CH2:8][CH:9]=[CH2:10])[O:11][CH:12]([CH2:23][I:35])[CH:13]([O:19][C:20]([CH3:21])=[O:22])[CH:14]1[O:15][C:16]([CH3:17])=[O:18]. Reactants: CI (methyl iodide), BrC1=C(C=CC(=C1)F)S(=O)(=O)Cl (2-bromo-4-fluoro-benzene sulfonyl chloride), C(O)([O-])=O.[Na+] (Sodium hydrogen carbonate), S(=O)([O-])[O-].[Na+].[Na+] (sodium sulfite). The solvent is CN(C)C=O (DMF), O1CCOCC1 (dioxane), O (water). Reaction conditions: temperature 70 celsius, time 8 hour. The product is BrC1=C(C=CC(=C1)F)S(=O)(=O)C (2-bromo-4-fluoro-1-(methylsulfonyl)benzene). Isolated yield 81.7%. Reaction SMILES: C(=O)([O-])O.[Na+].S([O-])([O-])=O.[Na+].[Na+].[Br:12][C:13]1[CH:18]=[C:17]([F:19])[CH:16]=[CH:15][C:14]=1[S:20](Cl)(=[O:22])=[O:21].[CH3:24]I>O.O1CCOCC1.CN(C=O)C>[Br:12][C:13]1[CH:18]=[C:17]([F:19])[CH:16]=[CH:15][C:14]=1[S:20]([CH3:24])(=[O:22])=[O:21] |f:0.1,2.3.4|. Procedure: Sodium hydrogen carbonate (1.59 g, 18.87 mmol) and sodium sulfite (1.59 g, 12.58 mmol) were heated in water (10 mL) at 70° C. for 5 min. A mixture of 2-bromo-4-fluoro-benzene sulfonyl chloride (1.72 g, 6.29 mmol) in dioxane (15 mL) was added to the base solution and stirred at 70° C. overnight. The solvents were removed in vacuo, DMF (15 mL) and methyl iodide (0.43 mL, 6.85 mmol) were added and reaction mixture stirred at 40° C. overnight. The reaction mixture was concentrated in vacuo, EtOAc (1...